This data is from the Open Reaction Database (ORD), a public repository of structured organic reaction records. The task is: describe an organic reaction: reactants, conditions, products, and yield Starting materials: N(=[N+]=[N-])C1=CC=C(N)C=C1 (4-azidoaniline), C(C(=O)C)(=O)OCC(C)C (iso-butyl pyruvate). Yields the product C(C(C)C)OC([C@@H](NC1=CC=C(C=C1)N=[N+]=[N-])C)=O (N-(4-azidophenyl)alanine iso-butyl ester). RXN SMILES: [N:1]([C:4]1[CH:10]=[CH:9][C:7]([NH2:8])=[CH:6][CH:5]=1)=[N+:2]=[N-:3].[C:11]([O:16][CH2:17][CH:18]([CH3:20])[CH3:19])(=[O:15])[C:12]([CH3:14])=O>>[CH2:17]([O:16][C:11](=[O:15])[C@H:12]([CH3:14])[NH:8][C:7]1[CH:9]=[CH:10][C:4]([N:1]=[N+:2]=[N-:3])=[CH:5][CH:6]=1)[CH:18]([CH3:20])[CH3:19]. Reported procedure: Following General Procedure AA above and using 4-azidoaniline (Aldrich) and iso-butyl pyruvate (prepared by following General Procedure AO above), the title compound was prepared as an oil. The reaction was monitored by tlc on silica gel (Rf=0.3 in 25% EtOAc/hexanes) and purification was by preparative plate chromatography (silica gel using 25% EtOAc/hexanes as the eluant). Product: c1cc(C2=NCCCC2)ccc1OCCCN1CCCCC1. RXN SMILES: [C:17]([O-:18])(=[O:19])[C:20]([O-:21])=[O:22].[NH2:23][CH2:24][CH2:25][CH2:26][CH2:27][C:28](=[O:29])[OH:30].[Na+:32].[O:1]([c:2]1[cH:3][cH:4][cH:5][cH:6][cH:7]1)[CH2:8][CH2:9][CH2:10][N:11]1[CH2:12][CH2:13][CH2:14][CH2:15][CH2:16]1.[OH-:31].[OH2:33]>>[O:1]([c:2]1[cH:3][cH:4][c:5]([C:28]2=[N:23][CH2:24][CH2:25][CH2:26][CH2:27]2)[cH:6][cH:7]1)[CH2:8][CH2:9][CH2:10][N:11]1[CH2:12][CH2:13][CH2:14][CH2:15][CH2:16]1. The reactants are O=C([O-])C(=O)[O-], NCCCCC(=O)O, [Na+], c1ccc(OCCCN2CCCCC2)cc1, [OH-], O. Starting materials: C1=CC=CC2=CC=CC=C12 (naphthalene), C1=CC=CC2=CC=CC=C12 (naphthalene). The reagents and catalysts are [Rh] (Rh/C). Yields the product C1CCCC2=CC=CC=C12 (tetralin), C1CCCC2CCCCC12 (decalin). As a reaction SMILES: [CH:1]1[C:10]2[C:5](=[CH:6][CH:7]=[CH:8][CH:9]=2)[CH:4]=[CH:3][CH:2]=1>[Rh]>[CH2:9]1[C:10]2[C:5](=[CH:4][CH:3]=[CH:2][CH:1]=2)[CH2:6][CH2:7][CH2:8]1.[CH2:9]1[CH:10]2[CH:5]([CH2:4][CH2:3][CH2:2][CH2:1]2)[CH2:6][CH2:7][CH2:8]1. Procedure details: Hydrogenation of naphthalene, a PAH, was carried out by mixing 0.1 M naphthalene in the presence of Rh/C with H2 (60 bar, 870 psi) and scCO2 (100 bar, 1450 psi) at 60° C. The percentage of tetralin and decalin formed was analyzed at 30 minutes, 1 hour, 2 hours, 3 hours and 4 hours. FIG. 3 is a graph showing the hydrogenation of naphthalene as a function of time, in which the amount of naphthalene is indicated by diamonds, the amount of tetralin is indicated by squares, and the amount of decalin ... Reactants: NC1CCN(CC1)CC1=CC2=CC=CC=C2C=C1 (4-Amino-1-(naphth-2-ylmethyl)piperidine), O1C(=CC=C1)C(=O)NC(=O)N (2-furoylurea), N1=CC=CC=C1 (pyridine), O (Water). Product: C1=C(C=CC2=CC=CC=C12)CN1CCC(CC1)NC(=O)C1=C(OC=C1)C(=O)N ([[1-(2-Naphthalenylmethyl)-4-piperidinyl]aminocarbonyl]-2-furancarboxamide). Reaction SMILES: [NH2:1][CH:2]1[CH2:7][CH2:6][N:5]([CH2:8][C:9]2[CH:18]=[CH:17][C:16]3[C:11](=[CH:12][CH:13]=[CH:14][CH:15]=3)[CH:10]=2)[CH2:4][CH2:3]1.[O:19]1[CH:23]=[CH:22][CH:21]=[C:20]1[C:24]([NH:26]C(N)=O)=[O:25].[OH2:30].N1C=CC=C[CH:32]=1>>[CH:10]1[C:11]2[C:16](=[CH:15][CH:14]=[CH:13][CH:12]=2)[CH:17]=[CH:18][C:9]=1[CH2:8][N:5]1[CH2:4][CH2:3][CH:2]([NH:1][C:32]([C:21]2[CH:22]=[CH:23][O:19][C:20]=2[C:24]([NH2:26])=[O:25])=[O:30])[CH2:7][CH2:6]1. Procedure: 4-Amino-1-(naphth-2-ylmethyl)piperidine (1.2 g, 0.005 m) and 2-furoylurea (0.7 g) in pyridine (5 ml) was refluxed for 6 hours, then cooled. Water was added and the precipitate collected by filtration. The solid was dissolved in chloroform with a little methanol and filtered. The solvent was removed under reduced pressure and the residue was purified by medium pressure liquiD chromatography on silica using CHCl3 : MeOH (9:1 v/v) as eluent. The isolated product (1st component eluted) was dissolved... Starting materials: CC=1OC2=C(C1)C=C(C=C2)C2CCNCC2 (4-(2-methyl-5-benzofuranyl)-piperidine), C(C#C)Br (2-propynyl bromide), C(C#C)Br (2-propynyl bromide). The solvent is C([O-])([O-])=O.[K+].[K+] (potassium carbonate), CO (methanol). Run at time 24 hour. The product is C(C#C)N1CCC(CC1)C=1C=CC2=C(C=C(O2)C)C1 (1-(2-propynyl)-4-(2-methyl-5-benzofuranyl)-piperidine). Reaction SMILES: [CH3:1][C:2]1[O:3][C:4]2[CH:10]=[CH:9][C:8]([CH:11]3[CH2:16][CH2:15][NH:14][CH2:13][CH2:12]3)=[CH:7][C:5]=2[CH:6]=1.[CH2:17](Br)[C:18]#[CH:19]>C(=O)([O-])[O-].[K+].[K+].CO>[CH2:19]([N:14]1[CH2:15][CH2:16][CH:11]([C:8]2[CH:9]=[CH:10][C:4]3[O:3][C:2]([CH3:1])=[CH:6][C:5]=3[CH:7]=2)[CH2:12][CH2:13]1)[C:18]#[CH:17] |f:2.3.4|. Reported procedure: 2.8 g (0.013 mol) of 4-(2-methyl-5-benzofuranyl)-piperidine (c.f. Example 12) and 2.4 g (0.02 mol) of 2-propynyl bromide are dissolved in a suspension of 10 g of potassium carbonate in 120 ml of methanol and the solution is stirred at room temperature. After 24 hours, a further 0.24 g of 2-propynyl bromide is added and the reaction mixture is stirred at room temperature for a further 24 hours. Thereafter, it is filtered, the residue on the filter is washed with ethyl acetate and the combined fil... Starting materials: C(C=C)(=O)N1CCSC2=C(C1)C=C(C=C2)OC (4-Acryloyl-7-methoxy-2,3,4,5-tetrahydro-1,4-benzothiazepine), S(=O)(=O)(Cl)Cl (sulfuryl chloride). The product is C(C=C)(=O)N1CC(SC2=C(C1)C=C(C=C2)OC)Cl (4-acryloyl-2-chloro-7-methoxy-2,3,4,5-tetrahydro-1,4-benzothiazepine). Yield: 52.7%. Reaction SMILES: [C:1]([N:5]1[CH2:11][C:10]2[CH:12]=[C:13]([O:16][CH3:17])[CH:14]=[CH:15][C:9]=2[S:8][CH2:7][CH2:6]1)(=[O:4])[CH:2]=[CH2:3].S(Cl)([Cl:21])(=O)=O>>[C:1]([N:5]1[CH2:11][C:10]2[CH:12]=[C:13]([O:16][CH3:17])[CH:14]=[CH:15][C:9]=2[S:8][CH:7]([Cl:21])[CH2:6]1)(=[O:4])[CH:2]=[CH2:3]. Procedure details: 4-Acryloyl-7-methoxy-2,3,4,5-tetrahydro-1,4-benzothiazepine (4.0 g) and sulfuryl chloride (2.3 g) were reacted in the same manner as in Experimental Example 7 to give 4-acryloyl-2-chloro-7-methoxy-2,3,4,5-tetrahydro-1,4-benzothiazepine (2.4 g). Reactants: CCO, Cc1ccccc1, CCOC(C)=O, CC(C)NCCCOc1cccc(Br)c1, Cl, [Na+], [Na+], O=C([O-])[O-], [Pd], c1ccc(P(c2ccccc2)c2ccccc2)cc1, OB(O)c1ccccc1, c1ccc(P(c2ccccc2)c2ccccc2)cc1, c1ccc(P(c2ccccc2)c2ccccc2)cc1, c1ccc(P(c2ccccc2)c2ccccc2)cc1. The product is Cl, CC(C)NCCCOc1cccc(-c2ccccc2)c1. Reaction SMILES: [CH3:26][CH2:27][OH:28].[CH3:35][c:36]1[cH:37][cH:38][cH:39][cH:40][cH:41]1.[CH3:42][CH2:43][O:44][C:45](=[O:46])[CH3:47].[CH:10]([CH3:11])([CH3:12])[NH:13][CH2:14][CH2:15][CH2:16][O:17][c:18]1[cH:19][c:20]([Br:24])[cH:21][cH:22][cH:23]1.[ClH:25].[Na+:29].[Na+:30].[O-:31][C:32](=[O:33])[O-:34].[Pd:48].[c:106]1([P:107]([c:108]2[cH:109][cH:110][cH:111][cH:112][cH:113]2)[c:114]2[cH:115][cH:116][cH:117][cH:118][cH:119]2)[cH:120][cH:121][cH:122][cH:123][cH:124]1.[c:1]1([B:7]([OH:8])[OH:9])[cH:2][cH:3][cH:4][cH:5][cH:6]1.[c:49]1([P:50]([c:51]2[cH:52][cH:53][cH:54][cH:55][cH:56]2)[c:57]2[cH:58][cH:59][cH:60][cH:61][cH:62]2)[cH:63][cH:64][cH:65][cH:66][cH:67]1.[c:68]1([P:69]([c:70]2[cH:71][cH:72][cH:73][cH:74][cH:75]2)[c:76]2[cH:77][cH:78][cH:79][cH:80][cH:81]2)[cH:82][cH:83][cH:84][cH:85][cH:86]1.[c:87]1([P:88]([c:89]2[cH:90][cH:91][cH:92][cH:93][cH:94]2)[c:95]2[cH:96][cH:97][cH:98][cH:99][cH:100]2)[cH:101][cH:102][cH:103][cH:104][cH:105]1>>[ClH:25].[c:1]1(-[c:20]2[cH:19][c:18]([O:17][CH2:16][CH2:15][CH2:14][NH:13][CH:10]([CH3:11])[CH3:12])[cH:23][cH:22][cH:21]2)[cH:2][cH:3][cH:4][cH:5][cH:6]1. Isolated yield 61.9%. Run in CN(C)C=O (DMF), CN(C)C=O (DMF). Procedure: t-Butyl dimethylphosphonoacetate (0.31 g, 1.38 mmol) was added to a suspension of sodium hydride (washed with hexanes) (0.061 g @60%, 1.5 mmol) in DMF (3 mL) cooled in an ice bath, under a nitrogen atmosphere. The reaction was stirred for 0.5 h and the product from step 10b (0.31 g, 1.38 mmol) in DMF (3 mL) was added. The reaction was stirred for 2 h at 0° C. and was complete. This was partitioned between ethyl acetate and water. The organic layer was washed with brine, dried over magnesium sulf... Yields the product C(C)(C)(C)OC(C=CC1CC(=NO1)C1=CC=C(C=C1)OCC1=CC(=NC2=CC=CC=C12)C)=O (3-{3-[4-(2-methyl-quinolin-4-ylmethoxy)-phenyl]-4,5-dihydro-isoxazol-5-yl}-acrylic acid tert-butyl ester). Conditions: time 0.5 hour. The reactants are COP(=O)(OC)CC(=O)OC(C)(C)C (t-Butyl dimethylphosphonoacetate), [H-].[Na+] (sodium hydride), CC1=NC2=CC=CC=C2C(=C1)COC1=CC=C(C=C1)C1=NOC(C1)C=O (3-[4-(2-methyl-quinolin-4-ylmethoxy)-phenyl]-4,5-dihydro-isoxazole-5-carbaldehyde). Reaction SMILES: COP([CH2:7][C:8]([O:10][C:11]([CH3:14])([CH3:13])[CH3:12])=[O:9])(OC)=O.[H-].[Na+].[CH3:17][C:18]1[CH:27]=[C:26]([CH2:28][O:29][C:30]2[CH:35]=[CH:34][C:33]([C:36]3[CH2:40][CH:39]([CH:41]=O)[O:38][N:37]=3)=[CH:32][CH:31]=2)[C:25]2[C:20](=[CH:21][CH:22]=[CH:23][CH:24]=2)[N:19]=1>CN(C=O)C>[C:11]([O:10][C:8](=[O:9])[CH:7]=[CH:41][CH:39]1[O:38][N:37]=[C:36]([C:33]2[CH:34]=[CH:35][C:30]([O:29][CH2:28][C:26]3[C:25]4[C:20](=[CH:21][CH:22]=[CH:23][CH:24]=4)[N:19]=[C:18]([CH3:17])[CH:27]=3)=[CH:31][CH:32]=2)[CH2:40]1)([CH3:12])([CH3:13])[CH3:14] |f:1.2|. Reported procedure: 200 ml of a solution of 17.78 g (33.8 mmol) of 3-(3,5-difluoro-2-methoxybenzyl)-N-(3,4-dimethoxybenzyl)-4-(3,4-dimethoxyphenyl)pyrrolidone in THF was dropwise added at 0° C. in a nitrogen atmosphere to 150 ml of a 1M solution of a borane/THF complex in THF. The mixture was heated under reflux for 2 hr and cooled, and 50 ml of a 6N hydrochloric acid solution was added thereto. The mixture was heated to 60° C. After stirring for 2 hr, THF was concentrated in vacuo and extracted twice with methylen... Starting materials: Cl (hydrochloric acid), solution, FC=1C(=C(CC2C(N(CC2C2=CC(=C(C=C2)OC)OC)CC2=CC(=C(C=C2)OC)OC)=O)C=C(C1)F)OC (3-(3,5-difluoro-2-methoxybenzyl)-N-(3,4-dimethoxybenzyl)-4-(3,4-dimethoxyphenyl)pyrrolidone), solution. The yield is 71.8%. Product: FC=1C(=C(CC2CN(CC2C2=CC(=C(C=C2)OC)OC)CC2=CC(=C(C=C2)OC)OC)C=C(C1)F)OC (3-(3,5-Difluoro-2-methoxybenzyl)-N-(3,4-dimethoxybenzyl)-4-(3,4-dimethoxyphenyl)pyrrolidine). Conditions: temperature 60 celsius, time 2 hour. The solvent is C1CCOC1 (THF), C1CCOC1 (THF). RXN SMILES: [F:1][C:2]1[C:3]([O:37][CH3:38])=[C:4]([CH:33]=[C:34]([F:36])[CH:35]=1)[CH2:5][CH:6]1[CH:10]([C:11]2[CH:16]=[CH:15][C:14]([O:17][CH3:18])=[C:13]([O:19][CH3:20])[CH:12]=2)[CH2:9][N:8]([CH2:21][C:22]2[CH:27]=[CH:26][C:25]([O:28][CH3:29])=[C:24]([O:30][CH3:31])[CH:23]=2)[C:7]1=O.Cl>C1COCC1>[F:1][C:2]1[C:3]([O:37][CH3:38])=[C:4]([CH:33]=[C:34]([F:36])[CH:35]=1)[CH2:5][CH:6]1[CH:10]([C:11]2[CH:16]=[CH:15][C:14]([O:17][CH3:18])=[C:13]([O:19][CH3:20])[CH:12]=2)[CH2:9][N:8]([CH2:21][C:22]2[CH:27]=[CH:26][C:25]([O:28][CH3:29])=[C:24]([O:30][CH3:31])[CH:23]=2)[CH2:7]1. As a reaction SMILES: [CH3:29][C:30]([C:31](=[O:32])[Cl:33])([CH3:34])[CH3:35].[CH:20]([N:21]([CH2:22][CH3:23])[CH:24]([CH3:25])[CH3:26])([CH3:27])[CH3:28].[Cl:36][CH2:37][Cl:38].[NH2:1][c:2]1[cH:3][c:4]([NH:16][C:17]([CH3:18])=[O:19])[cH:5][cH:6][c:7]1[NH:8][CH2:9][CH:10]1[CH2:11][CH2:12][O:13][CH2:14][CH2:15]1>>[NH:1]([c:2]1[cH:3][c:4]([NH:16][C:17]([CH3:18])=[O:19])[cH:5][cH:6][c:7]1[NH:8][CH2:9][CH:10]1[CH2:11][CH2:12][O:13][CH2:14][CH2:15]1)[C:31]([C:30]([CH3:29])([CH3:34])[CH3:35])=[O:32]. Yields the product CC(=O)Nc1ccc(NCC2CCOCC2)c(NC(=O)C(C)(C)C)c1. Starting materials: CC(C)(C)C(=O)Cl, CCN(C(C)C)C(C)C, ClCCl, CC(=O)Nc1ccc(NCC2CCOCC2)c(N)c1.